describe an organic reaction: reactants, conditions, products, and yield From a dataset of the Open Reaction Database (ORD), a public repository of structured organic reaction records. Reactants: C(C)(C)N(C(C1=CC=C(C=O)C=C1)=O)C1CCCCC1 (terephthalaldehydic acid N-isopropyl-N-cyclohexyl amide), BrC1=CC2=C(C=C1)OCO2 (4-bromo-1,2-(methylenedioxy)benzene), [Li]CCCC (n-BuLi), O1CCCC1 (Tetrahydrofuran). Solvent: C1CCOC1.C(C)OCC (THF ethyl ether), C(C)OCC (ethyl ether). Reaction conditions: temperature -20 celsius. Product: C1(CCCCC1)N(C(C1=CC=C(C=C1)C(C1=CC2=C(C=C1)OCO2)O)=O)C(C)C (N-cyclohexyl-4-[hydroxy(3,4-methylenedioxyphenyl) methyl]-N-(1-methylethyl)benzamide). As a reaction SMILES: Br[C:2]1[CH:7]=[CH:6][C:5]2[O:8][CH2:9][O:10][C:4]=2[CH:3]=1.[Li]CCCC.O1CCCC1.[CH:21]([N:24]([CH:35]1[CH2:40][CH2:39][CH2:38][CH2:37][CH2:36]1)[C:25](=[O:34])[C:26]1[CH:33]=[CH:32][C:29]([CH:30]=[O:31])=[CH:28][CH:27]=1)([CH3:23])[CH3:22]>C(OCC)C.C1COCC1.C(OCC)C>[CH:35]1([N:24]([CH:21]([CH3:23])[CH3:22])[C:25](=[O:34])[C:26]2[CH:27]=[CH:28][C:29]([CH:30]([OH:31])[C:2]3[CH:7]=[CH:6][C:5]4[O:8][CH2:9][O:10][C:4]=4[CH:3]=3)=[CH:32][CH:33]=2)[CH2:36][CH2:37][CH2:38][CH2:39][CH2:40]1 |f:5.6|. Procedure details: To a stirred solution of 4-bromo-1,2-(methylenedioxy)benzene (1.00 g, 6.0 mmol) in ethyl ether (30 mL) at 0° under an argon atmosphere is added n-BuLi (3.75 mL of 1.6 M solution in hexane). Tetrahydrofuran (10 mL) is added. The reaction mixture is cooled to -20° C. and a solution of terephthalaldehydic acid N-isopropyl-N-cyclohexyl amide (0.82 g, 3.0 mmol) in THF: ethyl ether (4:3, 35 mL) is added rapidly. The reaction is followed by thin layer chromatography until complete. The reaction is quen... Reactants: CNCC(O)c1ccccc1, CS(C)=O, CC(=O)N1CCc2nc(Nc3ccc(-c4cnco4)cc3)nc(OS(=O)(=O)C(F)(F)F)c2C1. Yields the product CC(=O)N1CCc2nc(Nc3ccc(-c4cnco4)cc3)nc(N(C)CC(O)c3ccccc3)c2C1. As a reaction SMILES: [CH3:34][NH:35][CH2:36][CH:37]([OH:38])[c:39]1[cH:40][cH:41][cH:42][cH:43][cH:44]1.[CH3:45][S:46]([CH3:47])=[O:48].[F:1][C:2]([F:3])([F:4])[S:5]([O:6][c:7]1[c:8]2[c:9]([n:10][c:11]([NH:13][c:14]3[cH:15][cH:16][c:17](-[c:20]4[cH:21][n:22][cH:23][o:24]4)[cH:18][cH:19]3)[n:12]1)[CH2:25][CH2:26][N:27]([C:29]([CH3:30])=[O:31])[CH2:28]2)(=[O:32])=[O:33]>>[c:7]1([N:35]([CH3:34])[CH2:36][CH:37]([OH:38])[c:39]2[cH:40][cH:41][cH:42][cH:43][cH:44]2)[c:8]2[c:9]([n:10][c:11]([NH:13][c:14]3[cH:15][cH:16][c:17](-[c:20]4[cH:21][n:22][cH:23][o:24]4)[cH:18][cH:19]3)[n:12]1)[CH2:25][CH2:26][N:27]([C:29]([CH3:30])=[O:31])[CH2:28]2.